From a dataset of the Open Reaction Database (ORD), a public repository of structured organic reaction records. describe an organic reaction: reactants, conditions, products, and yield Product: C(C)(C)(C)OC(=O)N1CCC2=C(CC1)C=CC=C2 (1,2,4,5-tetrahydro-benzo[d]azepine-3-carboxylic acid tert-butyl ester). Reported procedure: 748-(5-Chloro-2-propoxy-phenyl]-[1,2,4]triazolo[1,5a]pyridine-2-ylamino]1,2,4,5-tetrahydro-benzo[d]azepine-3-carboxylic acid tert-butyl ester was prepared from 2-chloro-8-(5-chloro-2-propoxy-phenyl)-[1,2,4]triazolo[1,5-a]pyridine and 7-amino-1,2,4,5-tetrahydro-3-benzazepin-3-carboxylic acid tert-butyl ester with 2,2′-bis-dicyclohexylphosphanyl-biphenyl as the ligand in a manner analogous to Example 2d (0.14 g, 46%). MP=127-129° C. 1H NMR (400 MHz, (D3C)2SO, δ, ppm): 9.60 (s, 1H), 8.76 (d, 1H), 7... As a reaction SMILES: ClC1N=C2C(C3C=C(Cl)C=CC=3OCCC)=CC=CN2N=1.[C:22]([O:26][C:27]([N:29]1[CH2:35][CH2:34][C:33]2[CH:36]=[CH:37][C:38](N)=[CH:39][C:32]=2[CH2:31][CH2:30]1)=[O:28])([CH3:25])([CH3:24])[CH3:23].C1(P(C2CCCCC2)C2C=CC=CC=2C2C=CC=CC=2P(C2CCCCC2)C2CCCCC2)CCCCC1>>[C:22]([O:26][C:27]([N:29]1[CH2:35][CH2:34][C:33]2[CH:36]=[CH:37][CH:38]=[CH:39][C:32]=2[CH2:31][CH2:30]1)=[O:28])([CH3:25])([CH3:23])[CH3:24]. Starting materials: ClC1=NN2C(C(=CC=C2)C2=C(C=CC(=C2)Cl)OCCC)=N1 (2-chloro-8-(5-chloro-2-propoxy-phenyl)-[1,2,4]triazolo[1,5-a]pyridine), Example 2d, C(C)(C)(C)OC(=O)N1CCC2=C(CC1)C=CC(=C2)N (7-amino-1,2,4,5-tetrahydro-3-benzazepin-3-carboxylic acid tert-butyl ester), C1(CCCCC1)P(C1=C(C=CC=C1)C1=C(C=CC=C1)P(C1CCCCC1)C1CCCCC1)C1CCCCC1 (2,2′-bis-dicyclohexylphosphanyl-biphenyl). RXN SMILES: [Cl:28][CH2:29][Cl:30].[F:1][C:2]([F:3])([F:4])[C:5]([OH:6])=[O:7].[NH2:8][c:9]1[cH:10][cH:11][c:12]([CH:15]2[CH2:16][CH2:17][N:18]([C:21]([O:22][C:23]([CH3:24])([CH3:25])[CH3:26])=[O:27])[CH2:19][CH2:20]2)[cH:13][cH:14]1>>[NH2:8][c:9]1[cH:10][cH:11][c:12]([CH:15]2[CH2:16][CH2:17][NH:18][CH2:19][CH2:20]2)[cH:13][cH:14]1. Product: Nc1ccc(C2CCNCC2)cc1. Starting materials: ClCCl, O=C(O)C(F)(F)F, CC(C)(C)OC(=O)N1CCC(c2ccc(N)cc2)CC1. Reactants: C(C1=CC=CC=C1)[C@](C(=O)O)(O)C (Benzyl-L-lactic Acid), C([C@@H](O)C)(=O)O (L-Lactic acid), C(C)(C)N(C(O)=NC(C)C)CC1=CC=CC=C1 (N,N'-diisopropylbenzylisourea). Run in C1CCOC1 (THF). Conditions: temperature -15 celsius, time 10 minute. The product is C(C(O)C)(=O)OCC1=CC=CC=C1 (benzyl lactate). Isolated yield 95.0%. Reaction SMILES: [CH2:1]([C@@](C)(O)C(O)=O)[C:2]1[CH:7]=[CH:6][CH:5]=[CH:4][CH:3]=1.[C:14]([OH:19])(=[O:18])[C@H:15]([CH3:17])[OH:16].C(N(CC1C=CC=CC=1)C(=NC(C)C)O)(C)C>C1COCC1>[C:14]([O:19][CH2:1][C:2]1[CH:3]=[CH:4][CH:5]=[CH:6][CH:7]=1)(=[O:18])[CH:15]([CH3:17])[OH:16]. Procedure details: Construction of Benzyl-L-lactic Acid. L-Lactic acid (9 g, 100 mmol) is added to N,N'-diisopropylbenzylisourea (23.3 g, 100 mmol) with stirring. The mixture becomes very viscous within 10 min and is stirred intermittently for 1 h. The volume is then increased to 200 mL with THF, and the mixture stirred for 48 h at room temperature. After cooling the mixture to -15° C., the diisopropylurea is removed by filtration and the THF is evaporated under reduced pressure. The resulting thick oil is pumped ... Starting materials: Intermediate 1, COC([C@@H](N)CC1=CNC2=CC=C(C=C12)C)=O (racemic 5-methyl-tryptophan methyl ester), C1=CC2=C(C=C1C=O)OCO2 (piperonal). Yields the product CC=1C=C2C3=C(NC2=CC1)C(NC(C3)C(=O)OC)C3=CC1=C(C=C3)OCO1 (Methyl 1,2,3,4-tetrahydro-6-methyl-1-(3,4-methylenedioxyphenyl)-9H-pyrido[3,4-b]indole-3-carboxylate). As a reaction SMILES: [CH3:1][O:2][C:3](=[O:17])[C@H:4]([CH2:6][C:7]1[C:15]2[C:10](=[CH:11][CH:12]=[C:13]([CH3:16])[CH:14]=2)[NH:9][CH:8]=1)[NH2:5].[CH:18]1[C:23]([CH:24]=O)=[CH:22][C:21]2[O:26][CH2:27][O:28][C:20]=2[CH:19]=1>>[CH3:16][C:13]1[CH:14]=[C:15]2[C:10](=[CH:11][CH:12]=1)[NH:9][C:8]1[CH:24]([C:23]3[CH:18]=[CH:19][C:20]4[O:28][CH2:27][O:26][C:21]=4[CH:22]=3)[NH:5][CH:4]([C:3]([O:2][CH3:1])=[O:17])[CH2:6][C:7]2=1. Reported procedure: The cis and trans isomers of the title compound were prepared using the method described in Intermediate 1 but starting from racemic 5-methyl-tryptophan methyl ester and piperonal. The product is OC1=CC=C(NC2=NC=NC(=C2)NC2=C(C=C(C=C2)C)Br)C=C1 (4-(4-Hydroxyanilino)-6-(2-bromo-4-methylanilino)pyrimidine). Isolated yield 4.0%. Procedure details: To a solution of 4-(4-hydroxyanilino)-6-chloropyrimidine (Reference Example 5, 5 g) was added 2-bromo-4-methylaniline (7.5 ml) and the reaction mixture was heated at 195° C. for 24 hours. The residue was absorbed onto silica and purified by column chromatography eluting with DCM:MeOH (19:1) to give the title compound (336 mg, 4%). NMR: 2.28 (3H, s), 5.72 (1H, s), 6.68 (2H, d), 7.17 (3H, m), 7.39 (1H, d), 7.48 (1H, s), 8.05 (1H, s), 8.38 (1H, s), 8.65 (1H, s), 9.08 (1H, s); m/z 371 (MH+). Reaction conditions: temperature 195 celsius. Reaction SMILES: [OH:1][C:2]1[CH:15]=[CH:14][C:5]([NH:6][C:7]2[CH:12]=[C:11](Cl)[N:10]=[CH:9][N:8]=2)=[CH:4][CH:3]=1.[Br:16][C:17]1[CH:23]=[C:22]([CH3:24])[CH:21]=[CH:20][C:18]=1[NH2:19]>>[OH:1][C:2]1[CH:15]=[CH:14][C:5]([NH:6][C:7]2[CH:12]=[C:11]([NH:19][C:18]3[CH:20]=[CH:21][C:22]([CH3:24])=[CH:23][C:17]=3[Br:16])[N:10]=[CH:9][N:8]=2)=[CH:4][CH:3]=1. Reactants: OC1=CC=C(NC2=NC=NC(=C2)Cl)C=C1 (4-(4-hydroxyanilino)-6-chloropyrimidine), BrC1=C(N)C=CC(=C1)C (2-bromo-4-methylaniline). Starting materials: OCC(CCN1C=2N=C(NC(C2N=C1)=O)N)CO (9-(4-Hydroxy-3-hydroxymethylbut-1-yl)guanine), [OH-].[Na+] (sodium hydroxide), C(=O)=O (carbon dioxide). Solvent: O (water). Conditions: time 8 hour. Product: O.OCC(CCN1C=2N=C(NC(C2N=C1)=O)N)CO (9-(4-hydroxy-3-hydroxymethylbut-1-yl) guanine monohydrate). The yield is 155.6%. As a reaction SMILES: [OH:1][CH2:2][CH:3]([CH2:17][OH:18])[CH2:4][CH2:5][N:6]1[CH:14]=[N:13][C:12]2[C:11](=[O:15])[NH:10][C:9]([NH2:16])=[N:8][C:7]1=2.[OH-].[Na+].C(=O)=O>O>[OH2:1].[OH:1][CH2:2][CH:3]([CH2:17][OH:18])[CH2:4][CH2:5][N:6]1[CH:14]=[N:13][C:12]2[C:11](=[O:15])[NH:10][C:9]([NH2:16])=[N:8][C:7]1=2 |f:1.2,5.6|. Reported procedure: 9-(4-Hydroxy-3-hydroxymethylbut-1-yl)guanine (3.0 g) was suspended in water (120 ml) and sodium hydroxide (4.8 g) was added. When complete dissolution had occurred, a stream of air containing carbon dioxide was bubbled through the solution. When the solution started to become cloudy the air flow was stopped and a flocculent white precipitate rapidly appeared. On standing overnight (solution pH=10.5) the precipitate recrystallised and the solution was filtered to afford clear crystals of 9-(4-hyd... Isolated yield 31.4%. Solvent: O1CCCC1 (tetrahydrofuran). Run at time 1.5 hour. Reactants: C(C)OC(=O)C1=C(N=C(S1)C1=CC2=CC(=CC=C2C(=C1)C#N)OCC1=CC=CC=C1)C (2-(7-benzyloxy-4-cyanonaphthalene-2-yl)-4-methylthiazole-5-carboxylic acid ethyl ester). Reported procedure: To a suspension of 2-(7-benzyloxy-4-cyanonaphthalene-2-yl)-4-methylthiazole-5-carboxylic acid ethyl ester (0.27 g) in tetrahydrofuran (20 mL) was added palladium-carbon (100 mg) at room temperature, and the mixture was stirred at the same temperature for 1.5 hours under a hydrogen atmosphere. The mixture was stirred at 50° C. overnight. The reaction mixture was filtered through a Celite pad, and the filtrate was concentrated under reduced pressure. The residue was suspended in ethyl acetate, and... The product is C(C)OC(=O)C1=C(N=C(S1)C1=CC2=CC(=CC=C2C(=C1)C#N)O)C (2-(4-cyano-7-hydroxynaphthalene-2-yl)-4-methylthiazole-5-carboxylic acid ethyl ester). Reaction SMILES: [CH2:1]([O:3][C:4]([C:6]1[S:10][C:9]([C:11]2[CH:20]=[C:19]([C:21]#[N:22])[C:18]3[C:13](=[CH:14][C:15]([O:23]CC4C=CC=CC=4)=[CH:16][CH:17]=3)[CH:12]=2)=[N:8][C:7]=1[CH3:31])=[O:5])[CH3:2]>O1CCCC1.[C].[Pd]>[CH2:1]([O:3][C:4]([C:6]1[S:10][C:9]([C:11]2[CH:20]=[C:19]([C:21]#[N:22])[C:18]3[C:13](=[CH:14][C:15]([OH:23])=[CH:16][CH:17]=3)[CH:12]=2)=[N:8][C:7]=1[CH3:31])=[O:5])[CH3:2] |f:2.3|. Reagents/catalysts: [C].[Pd] (palladium-carbon). Starting materials: C(C1=CC=CC=C1)N1CCC(CC1)C=1OC2=C(N1)C=C(C=C2)C2=CC(=C(C(=O)N)C=C2)F (4-(2-(1-benzylpiperidin-4-yl)benzo[d]oxazol-5-yl)-2-fluorobenzamide), Psi hydrogen. The reagents and catalysts are [Pd] (Pd/C). Run in CO (MeOH). Reaction conditions: time 16 hour. The product is FC1=C(C(=O)N)C=CC(=C1)C=1C=CC2=C(N=C(O2)C2CCNCC2)C1 (2-Fluoro-4-(2-(piperidin-4-yl)benzo[d]oxazol-5-yl)benzamide). The yield is 102.5%. RXN SMILES: C([N:8]1[CH2:13][CH2:12][CH:11]([C:14]2[O:15][C:16]3[CH:22]=[CH:21][C:20]([C:23]4[CH:31]=[CH:30][C:26]([C:27]([NH2:29])=[O:28])=[C:25]([F:32])[CH:24]=4)=[CH:19][C:17]=3[N:18]=2)[CH2:10][CH2:9]1)C1C=CC=CC=1>CO.[Pd]>[F:32][C:25]1[CH:24]=[C:23]([C:20]2[CH:21]=[CH:22][C:16]3[O:15][C:14]([CH:11]4[CH2:12][CH2:13][NH:8][CH2:9][CH2:10]4)=[N:18][C:17]=3[CH:19]=2)[CH:31]=[CH:30][C:26]=1[C:27]([NH2:29])=[O:28]. Reported procedure: Intermediate 24 (100 mg, 0.23 mmol) dissolved in MeOH (10 ml) and added Pd/C (100 mg). This mixture was stirred under 60 Psi hydrogen atmosphere in an autoclave for 16. After 16 h, reaction mass filtered through celite and celite was washed with MeOH. MeOH was removed on rotavapour to obtain the titled compound (80 mg) as an off-white solid. Starting materials: O=C1C(CCC1)C(=O)OCC (ethyl 2-oxocyclopentane carboxylate), C([O-])([O-])=O.[K+].[K+] (potassium carbonate), BrCCCC (1-bromo-n-butane). Run in CC(=O)C (acetone). Product: C(CCC)C1(C(CCC1)=O)C(=O)OCC (Ethyl 1-n-butyl-2-oxocyclopentane carboxylate). Yield: 83.9%. RXN SMILES: [O:1]=[C:2]1[CH2:6][CH2:5][CH2:4][CH:3]1[C:7]([O:9][CH2:10][CH3:11])=[O:8].C(=O)([O-])[O-].[K+].[K+].Br[CH2:19][CH2:20][CH2:21][CH3:22]>CC(C)=O>[CH2:19]([C:3]1([C:7]([O:9][CH2:10][CH3:11])=[O:8])[CH2:4][CH2:5][CH2:6][C:2]1=[O:1])[CH2:20][CH2:21][CH3:22] |f:1.2.3|. Procedure details: Under vigorously agitation, 52.0 g (purity of 90%) of ethyl 2-oxocyclopentane carboxylate was added to 126.73 g (purity of 98%,) of ground anhydrous potassium carbonate, and after stirring for several minutes, to the mixture was added 100 ml of acetone. The reaction mixture was further stirred for about 15 minutes, then thereto was dropwise added 66.0 ml (purity of 98%,) of 1-bromo-n-butane. Upon the completion of the addition, the reaction mixture was heated for reflux for 5 hours. The reaction...